Dataset: the Open Reaction Database (ORD), a public repository of structured organic reaction records. Task: describe an organic reaction: reactants, conditions, products, and yield The reactants are [O-]B([O-])Oc1ccc(F)cc1, COC(=O)C1=Cc2cc(Br)ccc2S(=O)(=O)CC1, O=C([O-])[O-], CCO, [K+], [K+], O, Cc1ccccc1. As a reaction SMILES: [B:19]([O-:20])([O-:28])[O:29][c:21]1[cH:22][cH:23][c:24]([F:27])[cH:25][cH:26]1.[Br:1][c:2]1[cH:3][cH:4][c:5]2[c:6]([cH:18]1)[CH:7]=[C:8]([C:14](=[O:15])[O:16][CH3:17])[CH2:9][CH2:10][S:11]2(=[O:12])=[O:13].[C:30](=[O:31])([O-:32])[O-:33].[CH2:37]([OH:38])[CH3:39].[K+:34].[K+:35].[OH2:36].[c:40]1([CH3:41])[cH:42][cH:43][cH:44][cH:45][cH:46]1>>[c:2]1(-[c:21]2[cH:22][cH:23][c:24]([F:27])[cH:25][cH:26]2)[cH:3][cH:4][c:5]2[c:6]([cH:18]1)[CH:7]=[C:8]([C:14](=[O:15])[O:16][CH3:17])[CH2:9][CH2:10][S:11]2(=[O:12])=[O:13]. The product is COC(=O)C1=Cc2cc(-c3ccc(F)cc3)ccc2S(=O)(=O)CC1. Reactants: O=C([O-])[O-], CC(C)=O, O=[N+]([O-])c1ccc(O)cc1F, CC(C)I, [K+], [K+]. Product: CC(C)Oc1ccc([N+](=O)[O-])c(F)c1. As a reaction SMILES: [C:16](=[O:17])([O-:18])[O-:19].[CH3:22][C:23](=[O:24])[CH3:25].[F:1][c:2]1[cH:3][c:4]([OH:11])[cH:5][cH:6][c:7]1[N+:8](=[O:9])[O-:10].[I:12][CH:13]([CH3:14])[CH3:15].[K+:20].[K+:21]>>[F:1][c:2]1[cH:3][c:4]([O:11][CH:13]([CH3:14])[CH3:15])[cH:5][cH:6][c:7]1[N+:8](=[O:9])[O-:10]. Procedure: To a solution of 149.0 g (1.0 mole) of 2,6-diethylaniline in pyridine (500 ml) is added in portions at 0° C. 209.6 g (1.1 moles) of p-toluenesulfonyl chloride. The reaction mixture is allowed to come to room temperature and stir for three hours. The mixture is poured into cold aqueous 10% HCl and the crude sulfonamide solidified. The sulfonamide is filtered, washed with water and crystallized from acetic acid to give N-(2,6-diethylphenyl)-p-toluenesulfonamide m.p. 130°-131° C. The reactants are sulfonamide, C(C)C1=C(N)C(=CC=C1)CC (2,6-diethylaniline), Cl (HCl), C1(=CC=C(C=C1)S(=O)(=O)Cl)C (p-toluenesulfonyl chloride). Yields the product C(C)C1=C(C(=CC=C1)CC)NS(=O)(=O)C1=CC=C(C=C1)C (N-(2,6-diethylphenyl)-p-toluenesulfonamide). RXN SMILES: [CH2:1]([C:3]1[CH:9]=[CH:8][CH:7]=[C:6]([CH2:10][CH3:11])[C:4]=1[NH2:5])[CH3:2].[C:12]1([CH3:22])[CH:17]=[CH:16][C:15]([S:18](Cl)(=[O:20])=[O:19])=[CH:14][CH:13]=1.Cl>N1C=CC=CC=1>[CH2:1]([C:3]1[CH:9]=[CH:8][CH:7]=[C:6]([CH2:10][CH3:11])[C:4]=1[NH:5][S:18]([C:15]1[CH:16]=[CH:17][C:12]([CH3:22])=[CH:13][CH:14]=1)(=[O:20])=[O:19])[CH3:2]. The solvent is N1=CC=CC=C1 (pyridine). Reaction conditions: time 3 hour. Reactants: FC1=CC=C(C=C1)O (4-fluorophenol), CS2CO3, FC=1C=C(C=C(C1F)F)[N+](=O)[O-] (3,4,5-trifluoronitrobenzene). Solvent: CN(C)C=O (DMF). Product: FC1=CC=C(OC2=C(C=C(C=C2F)[N+](=O)[O-])F)C=C1 (4-(4-fluorophenoxy)-3,5-difluoronitrobenzene). Yield: 105.0%. Reaction SMILES: [F:1][C:2]1[CH:3]=[C:4]([N+:10]([O-:12])=[O:11])[CH:5]=[C:6]([F:9])[C:7]=1F.[F:13][C:14]1[CH:19]=[CH:18][C:17]([OH:20])=[CH:16][CH:15]=1>CN(C=O)C>[F:13][C:14]1[CH:19]=[CH:18][C:17]([O:20][C:7]2[C:6]([F:9])=[CH:5][C:4]([N+:10]([O-:12])=[O:11])=[CH:3][C:2]=2[F:1])=[CH:16][CH:15]=1. Procedure details: A mixture of 3,4,5-trifluoronitrobenzene (20.0 g, 113 mmol, commercially available from AsymChem of Durham, N.C.), dry DMF (100 ml), 4-fluorophenol (13.9 g, 124 mmol), and CS2CO3 (56 g, 172 mmol) was stirred under N2 at 60-70° C. for 1-2 hrs. After cooling to room temperature, the reaction mixture was partitioned between H2O and EtOAc. The phases were separated and the aqueous phase was further extracted with EtOAc (2×). The EtOAc extractions were washed with sat'd NaCl (1×), dried over Na2SO4, ... The reactants are CCOC(C)=O, COc1cc2c(cc1OC)C(=O)C(CC1CCN(Cc3ccccc3)CC1)C2, O=[N+]([O-])O. The product is COc1cc2c(cc1OC)C(=O)C(CC1CCN(Cc3ccccc3)CC1)C2, O=[N+]([O-])[O-]. RXN SMILES: [CH3:33][CH2:34][O:35][C:36](=[O:37])[CH3:38].[CH3:5][O:6][c:7]1[cH:8][c:9]2[c:28]([cH:29][c:30]1[O:31][CH3:32])[C:26](=[O:27])[CH:11]([CH2:12][CH:13]1[CH2:14][CH2:15][N:16]([CH2:19][c:20]3[cH:21][cH:22][cH:23][cH:24][cH:25]3)[CH2:17][CH2:18]1)[CH2:10]2.[OH:1][N+:2]([O-:3])=[O:4]>>[CH3:5][O:6][c:7]1[cH:8][c:9]2[c:28]([cH:29][c:30]1[O:31][CH3:32])[C:26](=[O:27])[CH:11]([CH2:12][CH:13]1[CH2:14][CH2:15][N:16]([CH2:19][c:20]3[cH:21][cH:22][cH:23][cH:24][cH:25]3)[CH2:17][CH2:18]1)[CH2:10]2.[O:1]=[N+:2]([O-:3])[O-:4]. The reactants are Oc1cccc(Br)c1, CN(C)C=O, CC(C)(C)[Si](C)(C)Cl, c1c[nH]cn1. As a reaction SMILES: [Br:1][c:2]1[cH:3][c:4]([OH:8])[cH:5][cH:6][cH:7]1.[CH3:22][N:23]([CH3:24])[CH:25]=[O:26].[Cl:14][Si:15]([CH3:16])([CH3:17])[C:18]([CH3:19])([CH3:20])[CH3:21].[nH:9]1[cH:10][cH:11][n:12][cH:13]1>>[Br:1][c:2]1[cH:3][c:4]([O:8][Si:15]([CH3:16])([CH3:17])[C:18]([CH3:19])([CH3:20])[CH3:21])[cH:5][cH:6][cH:7]1. Yields the product CC(C)(C)[Si](C)(C)Oc1cccc(Br)c1.